Dataset: the Open Reaction Database (ORD), a public repository of structured organic reaction records. Task: describe an organic reaction: reactants, conditions, products, and yield Starting materials: C(=O)(Cl)Cl (phosgene), C(N)(OCCCC)=O (n-butyl carbamate), C(=O)(Cl)Cl (phosgene), C(=O)(Cl)Cl (phosgene). The reagents and catalysts are CCCCCCCCCCCCCCCCCCCNC=O (methylstearylformamide). Run in ClC1=CC=CC=C1 (chlorobenzene). Run at time 6 hour. Product: C(CCC)OC(=O)N=C=O (butyloxycarbonyl isocyanate). Yield: 45.0%. As a reaction SMILES: [C:1](=[O:8])([O:3][CH2:4][CH2:5][CH2:6][CH3:7])[NH2:2].[C:9](Cl)(Cl)=[O:10]>CCCCCCCCCCCCCCCCCCCNC=O.ClC1C=CC=CC=1>[CH2:4]([O:3][C:1]([N:2]=[C:9]=[O:10])=[O:8])[CH2:5][CH2:6][CH3:7]. Procedure: 58.5 g of n-butyl carbamate were initially introduced as a melt and 86 g of phosgene were passed into this melt at 80° C. within 6 hours. 3.1 g (=2 mol %) of methylstearylformamide and 125 g of chlorobenzene were then added. A further 113 g of phosgene were then passed into the mixture at 130° C. within 6 hours and excess phosgene was subsequently blown out using nitrogen. The distillation of the reaction mixture produced 32.2 g (=45% of theory) of butyloxycarbonyl isocyanate having a boiling po... Reactants: ClCCl, CC(C)(C)OC(=O)N1CCC(CS(C)(=O)=O)CC1, CO, CCOCC, CCN(C(C)C)C(C)C, O=C(OC(Cl)(Cl)Cl)OC(Cl)(Cl)Cl, Cl, CCc1cccc(CNCC(O)C(N)Cc2cc(F)cc(F)c2)c1. Product: CCc1cccc(CNCC(O)C(Cc2cc(F)cc(F)c2)NC(=O)N2CCC(CS(C)(=O)=O)CC2)c1. RXN SMILES: [CH2:65]([Cl:66])[Cl:67].[CH3:22][S:23](=[O:24])(=[O:25])[CH2:26][CH:27]1[CH2:28][CH2:29][N:30]([C:33]([O:35][C:34]([CH3:36])([CH3:37])[CH3:38])=[O:39])[CH2:31][CH2:32]1.[CH3:68][OH:69].[CH3:70][CH2:71][O:72][CH2:73][CH3:74].[CH:13]([N:14]([CH:15]([CH3:16])[CH3:17])[CH2:18][CH3:19])([CH3:20])[CH3:21].[Cl:1][C:2]([Cl:3])([O:4][C:5](=[O:6])[O:7][C:8]([Cl:9])([Cl:10])[Cl:11])[Cl:12].[ClH:64].[NH2:40][CH:41]([CH:42]([CH2:43][NH:44][CH2:45][c:46]1[cH:47][c:48]([CH2:52][CH3:53])[cH:49][cH:50][cH:51]1)[OH:54])[CH2:55][c:56]1[cH:57][c:58]([F:63])[cH:59][c:60]([F:62])[cH:61]1>>[CH3:22][S:23](=[O:24])(=[O:25])[CH2:26][CH:27]1[CH2:28][CH2:29][N:30]([C:33](=[O:35])[NH:40][CH:41]([CH:42]([CH2:43][NH:44][CH2:45][c:46]2[cH:47][c:48]([CH2:52][CH3:53])[cH:49][cH:50][cH:51]2)[OH:54])[CH2:55][c:56]2[cH:57][c:58]([F:63])[cH:59][c:60]([F:62])[cH:61]2)[CH2:31][CH2:32]1. Starting materials: CC1CC2C3CCC(O)C3(C)CCC2C2(CO)C1=CC(=O)CC2C, CC1CC(=O)C=C2CCC3C4CCC(O)C4(C)CCC3C21CO. The product is CC1CC2C3CCC(O)C3(C)CCC2C2(CO)C1=CC(O)CC2C. RXN SMILES: [OH:1][CH:2]1[C:3]2([CH3:4])[CH:5]([CH2:6][CH2:7]1)[CH:8]1[CH2:9][CH:10]([CH3:24])[C:11]3=[CH:12][C:13](=[O:23])[CH2:14][CH:15]([CH3:22])[C:16]3([CH2:17][OH:18])[CH:19]1[CH2:20][CH2:21]2.[OH:25][CH:26]1[CH2:27][CH2:28][CH:29]2[CH:30]3[CH:31]([CH2:32][CH2:33][C:34]12[CH3:35])[C:36]1([CH2:37][OH:38])[C:39](=[CH:40][C:41](=[O:42])[CH2:43][CH:44]1[CH3:45])[CH2:46][CH2:47]3>>[OH:1][CH:2]1[C:3]2([CH3:4])[CH:5]([CH2:6][CH2:7]1)[CH:8]1[CH2:9][CH:10]([CH3:24])[C:11]3=[CH:12][CH:13]([OH:23])[CH2:14][CH:15]([CH3:22])[C:16]3([CH2:17][OH:18])[CH:19]1[CH2:20][CH2:21]2. Reactants: CC1=C(C2=CC=CC=C2C(=C1)CN)C(=O)O (methyl-4-aminomethyl-1-naphthalene carboxylic acid), CO (methanol), N1C(=NC=C1)C=O (imidazole-2-carboxaldehyde), C(#N)[BH3-].[Na+] (sodium cyanoborohydride). Run in C(C)(=O)O (acetic acid). Reaction conditions: time 18 hour. The product is COC(=O)C1=CC=C(C2=CC=CC=C12)CN(CC=1NC=CN1)CC=1NC=CN1 (4-{[bis(1H-imidazol-2-ylmethyl)amino]methyl}naphthalene-1-carboxylic acid methyl ester). RXN SMILES: C[C:2]1[CH:11]=[C:10]([CH2:12][NH2:13])[C:9]2[C:4](=[CH:5][CH:6]=[CH:7][CH:8]=2)[C:3]=1[C:14]([OH:16])=O.[CH3:17][OH:18].[NH:19]1[CH:23]=[CH:22][N:21]=[C:20]1[CH:24]=O.[C:26]([BH3-])#[N:27].[Na+]>C(O)(=O)C>[CH3:17][O:18][C:14]([C:3]1[C:4]2[C:9](=[CH:8][CH:7]=[CH:6][CH:5]=2)[C:10]([CH2:12][N:13]([CH2:24][C:20]2[NH:19][CH:23]=[CH:26][N:27]=2)[CH2:24][C:20]2[NH:21][CH:22]=[CH:23][N:19]=2)=[CH:11][CH:2]=1)=[O:16] |f:3.4|. Procedure: The compound (390 mg) obtained in Example 36-2 was dissolved by the addition of anhydrous methanol (20 ml), and the solution was added with imidazole-2-carboxaldehyde (453 mg) and sodium cyanoborohydride (341 mg), and adjusted to pH 5 by the addition of acetic acid (0.5 ml), followed by stirring for 18 hours. After completion of the reaction, the methanol was distilled off and the residue was then added with 1 mol/l sodium hydroxide (20 ml), followed by extraction with chloroform. The organic la...